Dataset: the Open Reaction Database (ORD), a public repository of structured organic reaction records. Task: describe an organic reaction: reactants, conditions, products, and yield Starting materials: CCOC(=O)c1sc(-c2ccc(C(F)(F)F)cc2)nc1CBr, CCOC(=O)CNC(=O)OC(C)(C)C, CN(C)C=O, [H-], [Na+]. The product is CCOC(=O)CN(Cc1nc(-c2ccc(C(F)(F)F)cc2)sc1C(=O)OCC)C(=O)OC(C)(C)C. As a reaction SMILES: [CH2:1]([CH3:2])[O:3][C:4](=[O:5])[c:6]1[c:7]([CH2:21][Br:22])[n:8][c:9](-[c:11]2[cH:12][cH:13][c:14]([C:17]([F:18])([F:19])[F:20])[cH:15][cH:16]2)[s:10]1.[CH2:23]([CH3:24])[O:25][C:26]([CH2:27][NH:28][C:29](=[O:30])[O:31][C:32]([CH3:33])([CH3:34])[CH3:35])=[O:36].[CH3:39][N:40]([CH3:41])[CH:42]=[O:43].[H-:37].[Na+:38]>>[CH2:1]([CH3:2])[O:3][C:4](=[O:5])[c:6]1[c:7]([CH2:21][N:28]([CH2:27][C:26]([O:25][CH2:23][CH3:24])=[O:36])[C:29](=[O:30])[O:31][C:32]([CH3:33])([CH3:34])[CH3:35])[n:8][c:9](-[c:11]2[cH:12][cH:13][c:14]([C:17]([F:18])([F:19])[F:20])[cH:15][cH:16]2)[s:10]1. Starting materials: O=[N+]([O-])c1cccc(S(=O)(=O)NCCCOc2nc(Cl)ncc2Br)c1, C1CCOC1, Cl, [Na+], [OH-]. The product is Nc1cccc(S(=O)(=O)NCCCOc2nc(Cl)ncc2Br)c1. As a reaction SMILES: [Br:1][c:2]1[c:3]([O:9][CH2:10][CH2:11][CH2:12][NH:13][S:14](=[O:15])(=[O:16])[c:17]2[cH:18][c:19]([N+:23]([O-:24])=[O:25])[cH:20][cH:21][cH:22]2)[n:4][c:5]([Cl:8])[n:6][cH:7]1.[CH2:29]1[O:30][CH2:31][CH2:32][CH2:33]1.[ClH:26].[Na+:28].[OH-:27]>>[Br:1][c:2]1[c:3]([O:9][CH2:10][CH2:11][CH2:12][NH:13][S:14](=[O:15])(=[O:16])[c:17]2[cH:18][c:19]([NH2:23])[cH:20][cH:21][cH:22]2)[n:4][c:5]([Cl:8])[n:6][cH:7]1. The reactants are [BH4-].[Na+] (sodium tetrahydroborate), C(C1=CC=CC=C1)OC=1C=C2C(=C(N(C(C2=CC1)=O)CC(C)C)C(=O)O)C1=CC=CC=C1 (6-benzyloxy-2-isobutyl-1-oxo-4-phenyl-1,2-dihydro-3-isoquinolinecarboxylic acid), C(C(=O)Cl)(=O)Cl (oxalyl chloride), Cl (hydrochloric acid). The reagents and catalysts are CN(C=O)C (N,N-dimethylformamide). The solvent is COCCOC (1,2-dimethoxyethane), O1CCCC1 (tetrahydrofuran). Reaction conditions: time 1 hour. Product: C(C1=CC=CC=C1)OC=1C=C2C(=C(N(C(C2=CC1)=O)CC(C)C)CO)C1=CC=CC=C1 (6-benzyloxy-3-hydroxymethyl-2-isobutyl-4-phenyl-1(2H)-isoquinolinone). Isolated yield 88.3%. RXN SMILES: [CH2:1]([O:8][C:9]1[CH:10]=[C:11]2[C:16](=[CH:17][CH:18]=1)[C:15](=[O:19])[N:14]([CH2:20][CH:21]([CH3:23])[CH3:22])[C:13]([C:24](O)=[O:25])=[C:12]2[C:27]1[CH:32]=[CH:31][CH:30]=[CH:29][CH:28]=1)[C:2]1[CH:7]=[CH:6][CH:5]=[CH:4][CH:3]=1.C(Cl)(=O)C(Cl)=O.[BH4-].[Na+].Cl>O1CCCC1.CN(C)C=O.COCCOC>[CH2:1]([O:8][C:9]1[CH:10]=[C:11]2[C:16](=[CH:17][CH:18]=1)[C:15](=[O:19])[N:14]([CH2:20][CH:21]([CH3:22])[CH3:23])[C:13]([CH2:24][OH:25])=[C:12]2[C:27]1[CH:28]=[CH:29][CH:30]=[CH:31][CH:32]=1)[C:2]1[CH:3]=[CH:4][CH:5]=[CH:6][CH:7]=1 |f:2.3|. Procedure: To a solution of 6-benzyloxy-2-isobutyl-1-oxo-4-phenyl-1,2-dihydro-3-isoquinolinecarboxylic acid (3.42 g, 8 mmol) in tetrahydrofuran (30 mL) were added oxalyl chloride (0.84 mL, 9.6 mmol) and N,N-dimethylformamide (3 drops), and the mixture was stirred at room temperature for 1 h. The reaction mixture was concentrated under reduced pressure and the residue was dissolved in tetrahydrofuran (20 mL). The obtained solution was added dropwise to a suspension of sodium tetrahydroborate (1.06 g, 28 mmo...